From a dataset of the Open Reaction Database (ORD), a public repository of structured organic reaction records. describe an organic reaction: reactants, conditions, products, and yield Reactants: C(C)O (ethanol), [C-]#N.[K+] (potassium cyanide), C([O-])([O-])=O.[NH4+].[NH4+] (ammonium carbonate), CC(CC(C)=O)(C)P(OCC)(OCC)=O (diethyl 1,1-dimethyl-3-oxobutylphosphonate). Solvent: O (water). Product: CC1(C(NC(N1)=O)=O)CC(C)(C)P(=O)(OCC)OCC (5-methyl-5-(2-diethylphosphono-2-methylpropyl)hydantoin). Isolated yield 64.0%. As a reaction SMILES: [CH3:1][C:2]([P:8](=[O:15])([O:12][CH2:13][CH3:14])[O:9][CH2:10][CH3:11])([CH3:7])[CH2:3][C:4](=O)[CH3:5].[CH2:16]([OH:18])C.[C-]#N.[K+].[C:22](=[O:25])([O-])[O-].[NH4+:26].[NH4+:27]>O>[CH3:5][C:4]1([CH2:3][C:2]([P:8]([O:12][CH2:13][CH3:14])([O:9][CH2:10][CH3:11])=[O:15])([CH3:7])[CH3:1])[NH:27][C:22](=[O:25])[NH:26][C:16]1=[O:18] |f:2.3,4.5.6|. Reported procedure: A suspension of 23.6 grams (0.1 mole) of diethyl 1,1-dimethyl-3-oxobutylphosphonate [A. N. Pudovick, Zh. Obshch. Khim., 22, 1371 (1952)], 40 ml of ethanol, 30 ml of water, 9.8 grams (0.15 mole) of potassium cyanide and 28.8 grams (0.3 mole) of powdered ammonium carbonate was heated at 60° C. for six hours. The reaction mixture was cooled and filtered to remove suspended salts. The filtrate was neutralized with hydrochloric acid, and evaporated to dryness. Residual inorganic salts were removed by... Conditions: temperature 85 celsius. Reaction SMILES: [Cl:1][C:2]1[CH:10]=[CH:9][C:8]2[NH:7][C:6]3[CH2:11][CH2:12][N:13]([CH3:15])[CH2:14][C:5]=3[C:4]=2[CH:3]=1.P([O-])([O-])([O-])=O.[K+].[K+].[K+].N1CCC[C@H]1C(O)=O.Br[CH:33]=[C:34]([C:36]1[S:37][CH:38]=[CH:39][CH:40]=1)[CH3:35]>CN(C=O)C.[Cu]I>[Cl:1][C:2]1[CH:10]=[CH:9][C:8]2[N:7](/[CH:33]=[C:34](/[C:36]3[S:37][CH:38]=[CH:39][CH:40]=3)\[CH3:35])[C:6]3[CH2:11][CH2:12][N:13]([CH3:15])[CH2:14][C:5]=3[C:4]=2[CH:3]=1 |f:1.2.3.4|. Procedure: 8-Chloro-2,3,4,5-tetrahydro-2-methyl-1H-pyrido[4,3-b]indole (110 mg, 0.5 mmol) was dissolved in DMF (3 mL) and potassium phosphate (212.4 mg, 1 mmol), copper(I) iodide (9.5 mg, 0.05 mmol) and L-proline (11.51 mg, 0.1 mmol) was added in to it. 2-(1-bromoprop-1-en-2-yl)thiophene (121.8 mg, 0.6 mmol) was dissolved in DMF (2 mL) and added dropwise. Nitrogen was purged for 2 min and the reaction mixture was heated at 85° C. overnight (prolonged heating was required in some cases). DMF was evaporated ... Product: ClC1=CC=2C3=C(N(C2C=C1)\C=C(/C)\C=1SC=CC1)CCN(C3)C ((E)-8-chloro-2-methyl-5-(2-(thiophen-2-yl)prop-1-enyl)-2,3,4,5-tetrahydro-1H-pyrido[4,3-b]indole). Reagents/catalysts: [Cu]I (copper(I) iodide). Run in CN(C)C=O (DMF), CN(C)C=O (DMF). The reactants are BrC=C(C)C=1SC=CC1 (2-(1-bromoprop-1-en-2-yl)thiophene), ClC1=CC=2C3=C(NC2C=C1)CCN(C3)C (8-Chloro-2,3,4,5-tetrahydro-2-methyl-1H-pyrido[4,3-b]indole), P(=O)([O-])([O-])[O-].[K+].[K+].[K+] (potassium phosphate), N1[C@H](C(=O)O)CCC1 (L-proline). Starting materials: Cc1ccccc1, CC(C)(C)[O-], Fc1ccc(Br)c(F)c1, [K+], CC(C)(C)OC(=O)N1CCCNCC1, O=C(C=Cc1ccccc1)C=Cc1ccccc1, O=C(C=Cc1ccccc1)C=Cc1ccccc1, O=C(C=Cc1ccccc1)C=Cc1ccccc1, [Pd], [Pd], c1ccc(P(c2ccccc2)c2ccc3ccccc3c2-c2c(P(c3ccccc3)c3ccccc3)ccc3ccccc23)cc1. Product: CC(C)(C)OC(=O)N1CCCN(c2ccc(F)cc2F)CC1. RXN SMILES: [CH3:132][c:133]1[cH:134][cH:135][cH:136][cH:137][cH:138]1.[CH3:70][C:71]([CH3:72])([O-:73])[CH3:74].[F:1][c:2]1[c:3]([Br:9])[cH:4][cH:5][c:6]([F:8])[cH:7]1.[K+:75].[N:10]1([C:17](=[O:18])[O:19][C:20]([CH3:21])([CH3:22])[CH3:23])[CH2:11][CH2:12][NH:13][CH2:14][CH2:15][CH2:16]1.[O:114]=[C:115]([CH:116]=[CH:117][c:118]1[cH:119][cH:120][cH:121][cH:122][cH:123]1)[CH:124]=[CH:125][c:126]1[cH:127][cH:128][cH:129][cH:130][cH:131]1.[O:78]=[C:79]([CH:80]=[CH:81][c:82]1[cH:83][cH:84][cH:85][cH:86][cH:87]1)[CH:88]=[CH:89][c:90]1[cH:91][cH:92][cH:93][cH:94][cH:95]1.[O:96]=[C:97]([CH:98]=[CH:99][c:100]1[cH:101][cH:102][cH:103][cH:104][cH:105]1)[CH:106]=[CH:107][c:108]1[cH:109][cH:110][cH:111][cH:112][cH:113]1.[Pd:76].[Pd:77].[cH:24]1[cH:25][cH:26][c:27]([P:28]([c:29]2[cH:30][cH:31][c:32]3[c:33]([cH:34][cH:35][cH:36][cH:37]3)[c:38]2-[c:39]2[c:40]3[c:41]([cH:42][cH:43][cH:44][cH:45]3)[cH:46][cH:47][c:48]2[P:49]([c:50]2[cH:51][cH:52][cH:53][cH:54][cH:55]2)[c:56]2[cH:57][cH:58][cH:59][cH:60][cH:61]2)[c:62]2[cH:63][cH:64][cH:65][cH:66][cH:67]2)[cH:68][cH:69]1>>[F:1][c:2]1[c:3]([N:13]2[CH2:12][CH2:11][N:10]([C:17](=[O:18])[O:19][C:20]([CH3:21])([CH3:22])[CH3:23])[CH2:16][CH2:15][CH2:14]2)[cH:4][cH:5][c:6]([F:8])[cH:7]1. Starting materials: CC(=O)OC(C)=O, O=CO, COC(=O)c1cc(N)ccn1. Yields the product COC(=O)c1cc(NC=O)ccn1. Reaction SMILES: [CH3:1][C:2](=[O:3])[O:4][C:5](=[O:6])[CH3:7].[CH:19]([OH:20])=[O:21].[NH2:8][c:9]1[cH:10][c:11]([C:15](=[O:16])[O:17][CH3:18])[n:12][cH:13][cH:14]1>>[CH:2](=[O:3])[NH:8][c:9]1[cH:10][c:11]([C:15](=[O:16])[O:17][CH3:18])[n:12][cH:13][cH:14]1. Starting materials: BrC=1C=CC(=C(C1)[C@]1(N=C(O[C@@H](C1)C(F)(F)F)NC(C1=CC=CC=C1)=O)CF)F (N-((4S,6S)-4-(5-bromo-2-fluorophenyl)-4-(fluoromethyl)-6-(trifluoromethyl)-5,6-dihydro-4H-1,3-oxazin-2-yl)benzamide), CC1(C2=C(C(=CC=C2)P(C3=CC=CC=C3)C4=CC=CC=C4)OC5=C(C=CC=C51)P(C6=CC=CC=C6)C7=CC=CC=C7)C (xantphos), C([O-])([O-])=O.[K+].[K+] (potassium carbonate), O (water). Reagents/catalysts: CC(C)([P](C(C)(C)C)([Pd][P](C(C)(C)C)(C(C)(C)C)C(C)(C)C)C(C)(C)C)C (bis(tri-t-butylphosphine)palladium(0)). Run in CN(C)C=O (DMF). Reaction conditions: temperature 90 celsius. Product: C(C1=CC=CC=C1)(=O)NC=1O[C@@H](C[C@@](N1)(CF)C=1C=C(C(=O)O)C=CC1F)C(F)(F)F (3-((4S,6S)-2-benzamido-4-(fluoromethyl)-6-(trifluoromethyl)-5,6-dihydro-4H-1,3-oxazin-4-yl)-4-fluorobenzoic acid). Yield: 21.7%. Reaction SMILES: Br[C:2]1[CH:3]=[CH:4][C:5]([F:29])=[C:6]([C@:8]2([CH2:27][F:28])[CH2:13][C@@H:12]([C:14]([F:17])([F:16])[F:15])[O:11][C:10]([NH:18][C:19](=[O:26])[C:20]3[CH:25]=[CH:24][CH:23]=[CH:22][CH:21]=3)=[N:9]2)[CH:7]=1.CC1(C)C2C(=C(P(C3C=CC=CC=3)C3C=CC=CC=3)C=CC=2)OC2C(P(C3C=CC=CC=3)C3C=CC=CC=3)=CC=CC1=2.[C:72](=O)([O-:74])[O-:73].[K+].[K+].O>CN(C=O)C.CC(C)([P](C(C)(C)C)([Pd][P](C(C)(C)C)(C(C)(C)C)C(C)(C)C)C(C)(C)C)C>[C:19]([NH:18][C:10]1[O:11][C@H:12]([C:14]([F:16])([F:17])[F:15])[CH2:13][C@:8]([C:6]2[CH:7]=[C:2]([CH:3]=[CH:4][C:5]=2[F:29])[C:72]([OH:74])=[O:73])([CH2:27][F:28])[N:9]=1)(=[O:26])[C:20]1[CH:21]=[CH:22][CH:23]=[CH:24][CH:25]=1 |f:2.3.4,^1:86,92|. Reported procedure: To a mixture of N-((4S,6S)-4-(5-bromo-2-fluorophenyl)-4-(fluoromethyl)-6-(trifluoromethyl)-5,6-dihydro-4H-1,3-oxazin-2-yl)benzamide (2.19 g, 4.59 mmol), bis(tri-t-butylphosphine)palladium(0) (0.23 g, 0.46 mmol), xantphos (0.53 g, 0.92 mmol), potassium carbonate (1.90 g, 13.76 mmol) in DMF (15 mL) and water (0.83 ml, 45.9 mmol) was bubbled CO gas for 10 min. The mixture was heated at 90° C. for 4 h, then was allowed to cool to rt. 1N HCl was added until pH˜4. Water was then added and a precipitat... Reactants: S1C(SCC1)=NC1=CC=C(C=C1)C(CO)CC (2-[4-(1,3-dithiolan-2-ylideneamino)phenyl]butanol), C(C)(=O)Cl (acetyl chloride), S(O)(O)(=O)=O (sulfuric acid), C(C)(=O)OCC(CC)C1=CC=C(N=C2SCCS2)C=C1 (4-[1-(acetoxymethyl)propyl]-N-(1,3-dithiolan-2-ylidene)aniline). Run in C(Cl)Cl (methylene chloride), C(C)N(CC)CC (triethylamine), C(Cl)Cl (methylene chloride), C(C)OCC (diethyl ether), C(C)OCC (diethyl ether). Run at time 3 hour. Yields the product S(=O)(=O)(O)O.C(C)(=O)OCC(CC)C1=CC=C(N=C2SCCS2)C=C1 (4-[1-(acetoxymethyl)propyl]-N-(1,3-dithiolan-2-ylidene)aniline dihydrogen sulfate). RXN SMILES: S1CCSC1=NC1C=CC(C(CC)CO)=CC=1.C(Cl)(=O)C.[C:22]([O:25][CH2:26][CH:27]([C:30]1[CH:41]=[CH:40][C:33]([N:34]=[C:35]2[S:39][CH2:38][CH2:37][S:36]2)=[CH:32][CH:31]=1)[CH2:28][CH3:29])(=[O:24])[CH3:23].[S:42](=[O:46])(=[O:45])([OH:44])[OH:43]>C(Cl)Cl.C(OCC)C.C(N(CC)CC)C>[S:42]([OH:46])([OH:45])(=[O:44])=[O:43].[C:22]([O:25][CH2:26][CH:27]([C:30]1[CH:41]=[CH:40][C:33]([N:34]=[C:35]2[S:39][CH2:38][CH2:37][S:36]2)=[CH:32][CH:31]=1)[CH2:28][CH3:29])(=[O:24])[CH3:23] |f:7.8|. Reported procedure: To a mixture of 3 g of 2-[4-(1,3-dithiolan-2-ylideneamino)phenyl]butanol and 1.25 g of triethylamine in 50 ml of dried methylene chloride was added dropwise a solution of 0.88 g of acetyl chloride in 25 ml of methylene chloride. The resulting solution was stirred at room temperature for 3 hours. It was then washed once with 0.1 N hydrochloric acid, twice with water, and once with saturated aqueous sodium chloride solution and dried over magnesium sulfate. The solid was removed to leave a crude o...